From a dataset of the Open Reaction Database (ORD), a public repository of structured organic reaction records. describe an organic reaction: reactants, conditions, products, and yield Starting materials: C(Cl)Cl (DCM), BrC1=C(C=2C(=NC(=CC2NS(=O)(=O)C2=CC(=CC=C2)Cl)C)S1)C1=CC(=CC=C1)OC (N-{2-Bromo-6-methyl-3-[3-(methyloxy)phenyl]thieno[2,3-b]pyridin-4-yl}-3-chlorobenzenesulfonamide), C1(=CC=CC=C1)B(O)O (phenylboronic acid), C([O-])([O-])=O.[Na+].[Na+] (sodium carbonate). The reagents and catalysts are C1=CC=C(C=C1)P([C-]2C=CC=C2)C3=CC=CC=C3.C1=CC=C(C=C1)P([C-]2C=CC=C2)C3=CC=CC=C3.Cl[Pd]Cl.[Fe+2] (PdCl2(dppf)). The solvent is CN(C)C=O (DMF), O (water). The product is ClC=1C=C(C=CC1)S(=O)(=O)NC1=C2C(=NC(=C1)C)SC(=C2C2=CC(=CC=C2)OC)C2=CC=CC=C2 (3-Chloro-N-{6-methyl-3-[3-(methyloxy)phenyl]-2-phenylthieno[2,3-b]pyridin-4-yl}-benzenesulfonamide). The yield is 56.6%. RXN SMILES: Br[C:2]1[S:22][C:5]2=[N:6][C:7]([CH3:21])=[CH:8][C:9]([NH:10][S:11]([C:14]3[CH:19]=[CH:18][CH:17]=[C:16]([Cl:20])[CH:15]=3)(=[O:13])=[O:12])=[C:4]2[C:3]=1[C:23]1[CH:28]=[CH:27][CH:26]=[C:25]([O:29][CH3:30])[CH:24]=1.[C:31]1(B(O)O)[CH:36]=[CH:35][CH:34]=[CH:33][CH:32]=1.C(=O)([O-])[O-].[Na+].[Na+].C(Cl)Cl>CN(C=O)C.O.C1C=CC(P(C2C=CC=CC=2)[C-]2C=CC=C2)=CC=1.C1C=CC(P(C2C=CC=CC=2)[C-]2C=CC=C2)=CC=1.Cl[Pd]Cl.[Fe+2]>[Cl:20][C:16]1[CH:15]=[C:14]([S:11]([NH:10][C:9]2[CH:8]=[C:7]([CH3:21])[N:6]=[C:5]3[S:22][C:2]([C:31]4[CH:36]=[CH:35][CH:34]=[CH:33][CH:32]=4)=[C:3]([C:23]4[CH:28]=[CH:27][CH:26]=[C:25]([O:29][CH3:30])[CH:24]=4)[C:4]=23)(=[O:13])=[O:12])[CH:19]=[CH:18][CH:17]=1 |f:2.3.4,8.9.10.11|. Procedure: A mixture of N-{2-bromo-6-methyl-3-[3-(methyloxy)phenyl]thieno[2,3-b]pyridin-4-yl}-3-chlorobenzenesulfonamide (50 mg, 0.095 mmol) (Example 33), phenylboronic acid (13.97 mg, 0.115 mmol), sodium carbonate (20.23 mg, 0.191 mmol) and PdCl2(dppf).DCM (3.90 mg, 4.77 μmol) in DMF (1 mL) and water (250 μl) was heated at 90° C. under nitrogen, for 3.5 h. The reaction mixture was then cooled to RT and concentrated. Purification by chromatography on silica gel, eluting with a gradient of 0-20% ethyl aceta...